This data is from the Open Reaction Database (ORD), a public repository of structured organic reaction records. The task is: describe an organic reaction: reactants, conditions, products, and yield Reactants: C(C)(=O)N1C(C(C2=CC=C(C=C12)C(=O)OC)=C(C1=CC=CC=C1)OCC)=O (1-acetyl-3-(1-ethoxy-1-phenylmethylene)-6-methoxycarbonyl-2-indolinone), NC1=CC=CC=C1.CN(CCCN(C)CC1=CC=C(N)C=C1)C (4-((N-(3-dimethylamino-propyl)-N-methyl-amino)-methyl)-aniline aniline). Yields the product CN(CCCN(C)CC1=CC=C(N\C(\C2=CC=CC=C2)=C\2/C(NC3=CC(=CC=C23)C(=O)OC)=O)C=C1)C (3-Z-[1-(4-((N-(3-dimethylamino-propyl)-N-methyl-amino)-methyl)-anilino)-1-phenyl-methylene]-6-methoxycarbonyl-2-indolinone). As a reaction SMILES: C([N:4]1[C:12]2[C:7](=[CH:8][CH:9]=[C:10]([C:13]([O:15][CH3:16])=[O:14])[CH:11]=2)[C:6](=[C:17](OCC)[C:18]2[CH:23]=[CH:22][CH:21]=[CH:20][CH:19]=2)[C:5]1=[O:27])(=O)C.NC1C=CC=CC=1.[CH3:35][N:36]([CH3:50])[CH2:37][CH2:38][CH2:39][N:40]([CH2:42][C:43]1[CH:49]=[CH:48][C:46]([NH2:47])=[CH:45][CH:44]=1)[CH3:41]>>[CH3:50][N:36]([CH3:35])[CH2:37][CH2:38][CH2:39][N:40]([CH2:42][C:43]1[CH:44]=[CH:45][C:46]([NH:47]/[C:17](=[C:6]2\[C:5](=[O:27])[NH:4][C:12]3[C:7]\2=[CH:8][CH:9]=[C:10]([C:13]([O:15][CH3:16])=[O:14])[CH:11]=3)/[C:18]2[CH:19]=[CH:20][CH:21]=[CH:22][CH:23]=2)=[CH:48][CH:49]=1)[CH3:41] |f:1.2|. Reported procedure: Prepared from 1-acetyl-3-(1-ethoxy-1-phenylmethylene)-6-methoxycarbonyl-2-indolinone and 4-((N-(3-dimethylamino-propyl)-N-methyl-amino)-methyl)-aniline aniline Rf value: 0.5 (silica gel, methylene chloride/methanol=9:1) C30H34N4O3 Starting materials: NC1=NC(c2ccc(F)cc2)(c2cccc(Br)c2)CO1, CCOC(C)=O, CC(C)(C)[O-], COc1cccc(N)c1, Cc1ccccc1, [Na+], O=C(C=Cc1ccccc1)C=Cc1ccccc1, O=C(C=Cc1ccccc1)C=Cc1ccccc1, O=C(C=Cc1ccccc1)C=Cc1ccccc1, O, [Pd], [Pd]. Yields the product COc1cccc(Nc2cccc(C3(c4ccc(F)cc4)COC(N)=N3)c2)c1. As a reaction SMILES: [Br:1][c:2]1[cH:3][c:4]([C:8]2([c:14]3[cH:15][cH:16][c:17]([F:20])[cH:18][cH:19]3)[N:9]=[C:10]([NH2:13])[O:11][CH2:12]2)[cH:5][cH:6][cH:7]1.[CH2:99]([O:100][C:101](=[O:102])[CH3:103])[CH3:104].[CH3:21][C:22]([CH3:23])([O-:24])[CH3:25].[CH3:27][O:28][c:29]1[cH:30][c:31]([NH2:32])[cH:33][cH:34][cH:35]1.[CH3:36][c:37]1[cH:38][cH:39][cH:40][cH:41][cH:42]1.[Na+:26].[O:45]=[C:46]([CH:47]=[CH:48][c:49]1[cH:50][cH:51][cH:52][cH:53][cH:54]1)[CH:55]=[CH:56][c:57]1[cH:58][cH:59][cH:60][cH:61][cH:62]1.[O:63]=[C:64]([CH:65]=[CH:66][c:67]1[cH:68][cH:69][cH:70][cH:71][cH:72]1)[CH:73]=[CH:74][c:75]1[cH:76][cH:77][cH:78][cH:79][cH:80]1.[O:81]=[C:82]([CH:83]=[CH:84][c:85]1[cH:86][cH:87][cH:88][cH:89][cH:90]1)[CH:91]=[CH:92][c:93]1[cH:94][cH:95][cH:96][cH:97][cH:98]1.[OH2:105].[Pd:43].[Pd:44]>>[c:2]1([NH:32][c:31]2[cH:30][c:29]([O:28][CH3:27])[cH:35][cH:34][cH:33]2)[cH:3][c:4]([C:8]2([c:14]3[cH:15][cH:16][c:17]([F:20])[cH:18][cH:19]3)[N:9]=[C:10]([NH2:13])[O:11][CH2:12]2)[cH:5][cH:6][cH:7]1. Starting materials: C=O (Formaldehyde), C1(C(NC(=O)N1)O)O (dihydroxyethyleneurea). Solvent: O (water). Reaction conditions: temperature 55 celsius, time 30 minute. Yields the product C(O)N1C(NC(C1O)O)=O (1-Methylol-4,5-Dihydroxy-2-Imidazolidinone). As a reaction SMILES: [CH2:1]=[O:2].[CH:3]1([OH:10])[NH:8][C:6](=[O:7])[NH:5][CH:4]1[OH:9]>O>[CH2:1]([N:5]1[CH:4]([OH:9])[CH:3]([OH:10])[NH:8][C:6]1=[O:7])[OH:2]. Procedure details: Formaldehyde (8.85 parts of 37.3 percent solution; 0.11 mole), adjusted to pH 7-8.5, is diluted with water (20 parts). While stirring, 11.8 parts (0.1 mole) of dihydroxyethyleneurea powder are added. The temperature is raised to 55° C., held at 55° C. for 30 minutes, cooled to room temperature, and refrigerated. The sample is recovered as an 80 percent aqueous solution.